Dataset: the Open Reaction Database (ORD), a public repository of structured organic reaction records. Task: describe an organic reaction: reactants, conditions, products, and yield Reactants: CC1=CC=C(NC2=C(C(=O)O)C=C(C(=C2)C(=O)O)NC2=CC=C(C=C2)C)C=C1 (2,5-di(4-methylanilino)terephthalic acid), CC1=NOC(=C1C)NS(=O)(=O)C1=CC=C(NC2=C(C(=O)O)C=C(C(=C2)C(=O)O)NC2=CC=C(C=C2)S(NC2=C(C(=NO2)C)C)(=O)=O)C=C1 (2,5-bis[4-(3,4-dimethyl-5-isoxazolyl)sulfamoylanilino]terephthalic acid). Product: CC1=CC2=C(C=C1)NC3=CC4=C(C=C3C2=O)NC5=C(C4=O)C=C(C=C5)C (2,9-Dimethylquinacridone). As a reaction SMILES: [CH3:1][C:2]1[CH:28]=[CH:27][C:5]([NH:6][C:7]2[CH:15]=[C:14]([C:16]([OH:18])=O)[C:13]([NH:19][C:20]3[CH:25]=[CH:24][C:23]([CH3:26])=[CH:22][CH:21]=3)=[CH:12][C:8]=2[C:9](O)=[O:10])=[CH:4][CH:3]=1.CC1C(C)=C(NS(C2C=CC(NC3C=C(C(O)=O)C(NC4C=CC(S(=O)(=O)NC5ON=C(C)C=5C)=CC=4)=CC=3C(O)=O)=CC=2)(=O)=O)ON=1>>[CH3:1][C:2]1[CH:28]=[CH:27][C:5]2[NH:6][C:7]3[C:8]([C:9](=[O:10])[C:4]=2[CH:3]=1)=[CH:12][C:13]1[NH:19][C:20]2[CH:25]=[CH:24][C:23]([CH3:26])=[CH:22][C:21]=2[C:16](=[O:18])[C:14]=1[CH:15]=3. Procedure: Pigmentary 2,9-dimethylquinacridone was prepared exactly as described in comparison Example 1 except that 10% by weight, relative to the 2,5-di(4-methylanilino)terephthalic acid, of 2,5-bis[4-(3,4-dimethyl-5-isoxazolyl)sulfamoylanilino]terephthalic acid (6.8 g) was included in the ring-closure reaction. 2,9-Dimethylquinacridone (59 g) was obtained as a magenta pigment. Reactants: NC1=NNC=C1 (3-aminopyrazole), C(C)(=O)C1C(=O)OCC1 (2-acetyl-γ-butyrolactone), resultant solution. The solvent is C(C)O (ethanol). The product is O=C1OCCC1C(C)=NC1=NNC=C1 (3-{[1-(tetrahydro-2-oxo-3-furyl)-ethylidene]amino}pyrazole). The yield is 69.4%. Reaction SMILES: [NH2:1][C:2]1[CH:6]=[CH:5][NH:4][N:3]=1.[C:7]([CH:10]1[CH2:15][CH2:14][O:13][C:11]1=[O:12])(=O)[CH3:8]>C(O)C>[O:12]=[C:11]1[CH:10]([C:7](=[N:1][C:2]2[CH:6]=[CH:5][NH:4][N:3]=2)[CH3:8])[CH2:15][CH2:14][O:13]1. Procedure: In 12 ml of anhydrous ethanol were added 0.83 g (10.00 mmol) of 3-aminopyrazole and 1.92 g (15.00 mmol) of 2-acetyl-γ-butyrolactone. While stirring at room temperature, 0.1 ml of a boron trifluoride methanol complex were added to the resultant solution, and the mixture was then stirred for 4 hours under the same conditions. Solids deposited were collected by filtration, washed with ethanol and air-dried to obtain 1.34 g (yield: 69.4%) of the intended product.